Dataset: the Open Reaction Database (ORD), a public repository of structured organic reaction records. Task: describe an organic reaction: reactants, conditions, products, and yield Starting materials: C(C)(C)(C)O[C@H](C(=O)OCC)C1=C(C2=C(N=C(S2)C=C)C=C1C)OS(=O)(=O)C(F)(F)F ((S)-ethyl 2-tert-butoxy-2-(5-methyl-7-(trifluoromethylsulfonyloxy)-2-vinylbenzo[d]thiazol-6-yl)acetate), C(Cl)Cl (DCM), O=O (oxygen). Run in CO (MeOH). Conditions: temperature 0 celsius, time 10 minute. Product: C(C)(C)(C)O[C@H](C(=O)OCC)C1=C(C2=C(N=C(S2)C=O)C=C1C)OS(=O)(=O)C(F)(F)F ((S)-ethyl 2-tert-butoxy-2-(2-formyl-5-methyl-7-(trifluoromethylsulfonyloxy)benzo[d]thiazol-6-yl)acetate). The yield is 97.0%. Reaction SMILES: [C:1]([O:5][C@@H:6]([C:12]1[C:22]([CH3:23])=[CH:21][C:15]2[N:16]=[C:17]([CH:19]=C)[S:18][C:14]=2[C:13]=1[O:24][S:25]([C:28]([F:31])([F:30])[F:29])(=[O:27])=[O:26])[C:7]([O:9][CH2:10][CH3:11])=[O:8])([CH3:4])([CH3:3])[CH3:2].C(Cl)Cl.[O:35]=O>CO>[C:1]([O:5][C@@H:6]([C:12]1[C:22]([CH3:23])=[CH:21][C:15]2[N:16]=[C:17]([CH:19]=[O:35])[S:18][C:14]=2[C:13]=1[O:24][S:25]([C:28]([F:29])([F:31])[F:30])(=[O:26])=[O:27])[C:7]([O:9][CH2:10][CH3:11])=[O:8])([CH3:2])([CH3:4])[CH3:3]. Procedure: A solution of 91A (170 mg, 0.353 mmol), DCM (5.0 mL), and MeOH (5.0 mL) was cooled to 78° C. and perfused with oxygen gas for 3 min. Then using an ozonator, a stream of O3 in oxygen gas was bubbled through the solution for 5 min. After this, the reaction was stirred for 10 min, then sparged with oxygen gas for 2 min to drive out unreacted ozone in solution. While the reaction was still at 78° C., dimethylsulfide (200 μL) was added and the reaction allowed to warm to 0° C. After 30 min, 10% w/v a... Reactants: stainless steel, C1=CC=C(C=C1)C2=CC=CC=C2.C1=CC=C(C=C1)OC2=CC=CC=C2 (Dowtherm), O (water). Product: C(C1=CC=CC=C1)(=O)O (benzoic acid). Reaction SMILES: [CH:1]1[CH:6]=[CH:5][C:4]([C:7]2C=CC=CC=2)=[CH:3][CH:2]=1.C1C=CC([O:19]C2C=CC=CC=2)=CC=1.[OH2:26]>>[C:7]([OH:19])(=[O:26])[C:4]1[CH:5]=[CH:6][CH:1]=[CH:2][CH:3]=1 |f:0.1|. Reported procedure: The activity and selectivity of the catalyst in Example I for producing phenol from benzoic acid were measured in a fixed bed reactor. The reactorwas a jacketed 1'×1" dia. 316 stainless steel tube. Boiling Dowtherm was used in the jacket for temperature control. The feed was prepared by metering water through a heater at reactor pressure, passing the steam so produced through a benzoic acid saturator maintained at a temperature required to give the desired benzoic acid/water ratio, and then mixi... Reactants: Clc1ccc2c(c1)C(c1ccccc1Cl)=CCc1nnc(Br)n1-2, [Na+], [OH-], O, O=P(O)(O)O. The product is O=c1[nH]nc2n1-c1ccc(Cl)cc1C(c1ccccc1Cl)=CC2. RXN SMILES: [Br:1][c:2]1[n:3][n:4][c:5]2[n:6]1-[c:7]1[c:8]([cH:19][c:20]([Cl:23])[cH:21][cH:22]1)[C:9]([c:12]1[c:13]([Cl:18])[cH:14][cH:15][cH:16][cH:17]1)=[CH:10][CH2:11]2.[Na+:26].[OH-:25].[OH2:24].[P:27](=[O:28])([OH:29])([OH:30])[OH:31]>>[c:2]1(=[O:24])[nH:3][n:4][c:5]2[n:6]1-[c:7]1[c:8]([cH:19][c:20]([Cl:23])[cH:21][cH:22]1)[C:9]([c:12]1[c:13]([Cl:18])[cH:14][cH:15][cH:16][cH:17]1)=[CH:10][CH2:11]2. The reactants are CS(=O)(=O)C1=CC=C(CCl)C=C1 (4-(methylsulfonyl)benzyl chloride), 2-L, N1CCNCCC1 (homopiperazine), C(C)(=O)Cl (acetyl chloride). Run in CCO (EtOH). Conditions: temperature 25 celsius, time 0.5 hour. Yields the product CS(=O)(=O)C1=CC=C(CN2CCNCCC2)C=C1 (1-[4-(Methylsulfonyl )benzyl]homopiperazine). The yield is 24.5%. Reaction SMILES: C(Cl)(=O)C.[NH:5]1[CH2:11][CH2:10][CH2:9][NH:8][CH2:7][CH2:6]1.[CH3:12][S:13]([C:16]1[CH:23]=[CH:22][C:19]([CH2:20]Cl)=[CH:18][CH:17]=1)(=[O:15])=[O:14]>CCO>[CH3:12][S:13]([C:16]1[CH:23]=[CH:22][C:19]([CH2:20][N:5]2[CH2:11][CH2:10][CH2:9][NH:8][CH2:7][CH2:6]2)=[CH:18][CH:17]=1)(=[O:14])=[O:15]. Procedure details: To a 2-neck, 2-L round bottom flask containing anhydrous EtOH (800 mL) and equipped with a mechanical stirrer and condenser was added acetyl chloride (20.2 mL, 0.267 mol, 1.1 equiv). The solution was stirred for 0.5 h and homopiperazine (24.3 g, 0.243 mol) was added, The mixture was heated to reflux for 2 h. The reaction mixture was cooled to 25° C., 4-(methylsulfonyl)benzyl chloride (25 g, 0.122 mol, 0.5 equiv) was added and the reaction mixture heated to reflux for 16 h. The reaction mixture w... The product is O=C(O)c1cn(-c2ccc(Cl)cc2)nc1CO. As a reaction SMILES: [Cl:1][c:2]1[cH:3][cH:4][c:5](-[n:8]2[n:9][c:10]([CH2:18][OH:19])[c:11]([C:13](=[O:14])[O:15][CH2:16][CH3:17])[cH:12]2)[cH:6][cH:7]1.[ClH:22].[Na+:21].[OH-:20].[OH2:23]>>[Cl:1][c:2]1[cH:3][cH:4][c:5](-[n:8]2[n:9][c:10]([CH2:18][OH:19])[c:11]([C:13](=[O:14])[OH:15])[cH:12]2)[cH:6][cH:7]1. Reactants: CCOC(=O)c1cn(-c2ccc(Cl)cc2)nc1CO, Cl, [Na+], [OH-], O. Starting materials: FC1=CC2=CC=C(C=C2C=C1)C (2-fluoro-6-methylnaphthalene), C1CC(=O)N(C1=O)Br (NBS), BrBr (bromine), CC(C)(C#N)N=NC(C)(C)C#N (AIBN). Run in C(Cl)(Cl)(Cl)Cl (carbon tetrachloride). Reaction conditions: temperature 70 celsius, time 4 hour. The product is BrCC1=CC2=CC=C(C=C2C=C1)F (2-(bromomethyl)-6-fluoronaphthalene). Reaction SMILES: [F:1][C:2]1[CH:11]=[CH:10][C:9]2[C:4](=[CH:5][CH:6]=[C:7]([CH3:12])[CH:8]=2)[CH:3]=1.C1C(=O)N([Br:20])C(=O)C1.BrBr.CC(N=NC(C#N)(C)C)(C#N)C>C(Cl)(Cl)(Cl)Cl>[Br:20][CH2:12][C:7]1[CH:6]=[CH:5][C:4]2[C:9](=[CH:10][CH:11]=[C:2]([F:1])[CH:3]=2)[CH:8]=1. Procedure: To a solution of 2-fluoro-6-methylnaphthalene (0.750 g, 4.68 mmol) in carbon tetrachloride (20 mL) was added NBS (0.917 g, 5.15 mmol) and bromine (0.265 mL, 5.15 mmol) followed by AIBN (0.077 g, 0.47 mmol). The reaction mixture was heated to 70° C. and allowed to stir for 4 hours. It was then cooled to room temperature, partitioned between water and EtOAc, and the aqueous layer was extracted three times with EtOAc. The combined organic layers were dried over sodium sulfate, filtered, concentrate... Starting materials: C1(CCCCC1)C(C1=C(OC(=C1)C1=CC=C(C=C1)OCCCSC)C)NC1=CC=C(C=C1)C(=O)N(CCC(=O)OCC)C (Ethyl 3-{[(4-{[cyclohexyl(2-methyl-5-{4-[3-(methylsulfanyl)propoxy]phenyl}furan-3-yl)methyl]amino}phenyl)carbonyl](methyl)amino}propanoate), OOS(=O)[O-].[K+] (OXONE). Solvent: CO (methanol), O (water), O (water). Run at time 1 hour. Yields the product C1(CCCCC1)C(C1=C(OC(=C1)C1=CC=C(C=C1)OCCCS(=O)C)C)NC1=CC=C(C=C1)C(=O)N(CCC(=O)OCC)C (ethyl 3-{[(4-{[cyclohexyl(2-methyl-5-{4-[3-(methylsulfinyl)propoxy]phenyl}furan-3-yl)methyl]amino}phenyl)carbonyl](methyl)amino}propanoate). Yield: 74.5%. Reaction SMILES: [CH:1]1([CH:7]([NH:26][C:27]2[CH:32]=[CH:31][C:30]([C:33]([N:35]([CH3:43])[CH2:36][CH2:37][C:38]([O:40][CH2:41][CH3:42])=[O:39])=[O:34])=[CH:29][CH:28]=2)[C:8]2[CH:12]=[C:11]([C:13]3[CH:18]=[CH:17][C:16]([O:19][CH2:20][CH2:21][CH2:22][S:23][CH3:24])=[CH:15][CH:14]=3)[O:10][C:9]=2[CH3:25])[CH2:6][CH2:5][CH2:4][CH2:3][CH2:2]1.[OH:44]OS([O-])=O.[K+]>CO.O>[CH:1]1([CH:7]([NH:26][C:27]2[CH:32]=[CH:31][C:30]([C:33]([N:35]([CH3:43])[CH2:36][CH2:37][C:38]([O:40][CH2:41][CH3:42])=[O:39])=[O:34])=[CH:29][CH:28]=2)[C:8]2[CH:12]=[C:11]([C:13]3[CH:14]=[CH:15][C:16]([O:19][CH2:20][CH2:21][CH2:22][S:23]([CH3:24])=[O:44])=[CH:17][CH:18]=3)[O:10][C:9]=2[CH3:25])[CH2:6][CH2:5][CH2:4][CH2:3][CH2:2]1 |f:1.2|. Procedure: Ethyl 3-{[(4-{[cyclohexyl(2-methyl-5-{4-[3-(methylsulfanyl)propoxy]phenyl}furan-3-yl)methyl]amino}phenyl)carbonyl](methyl)amino}propanoate (0.37 g) synthesized in Example 259 (1) was dissolved in methanol (9 mL) and water (1 mL), OXONE (221 mg) was added, and the mixture was stirred at room temperature for 1 hr. The reaction mixture was poured into water, and the mixture was extracted with ethyl acetate. The organic layer was washed with saturated brine, and dried over magnesium sulfate. The sol... Reactants: C(C1=CC=C(C(=O)O)C=C1)(=O)O (Terephthalic acid). Solvent: C(CO)O (ethylene glycol). The product is C(C1=CC=C(C(=O)OCCO)C=C1)(=O)OCCO (bis-(2-hydroxyethyl) terephthalate). RXN SMILES: [C:1]([OH:12])(=[O:11])[C:2]1[CH:10]=[CH:9][C:5]([C:6]([OH:8])=[O:7])=[CH:4][CH:3]=1>C(O)CO>[C:1]([O:12][CH2:2][CH2:1][OH:11])(=[O:11])[C:2]1[CH:10]=[CH:9][C:5]([C:6]([O:8][CH2:5][CH2:6][OH:7])=[O:7])=[CH:4][CH:3]=1. Procedure details: Terephthalic acid was reacted with ethylene glycol to form bis-(2-hydroxyethyl) terephthalate and low oligomers thereof, in a standard direct esterification reaction. At the end of the direct esterification reaction 400 ppm of phosphoric acid stabiliser was added, followed by 500 ppm of antimony trioxide polycondensation catalyst and 500 ppm of "Irganox 1010" antioxidant. 0.3% of silica of particle size 4 μm, and 0.3% of titanium dioxide of particle size 0.2 μm were also added at this stage. A s... Reactants: BrCC1=CC=C(CN2CCC3(CC2)CCC2=CC=CC=C23)C=C1 (1′-[4-(bromomethyl)benzyl]-2,3-dihydrospiro[indene-1,4′-piperidine]), FC1=C(C=CC(=C1)O)CCC(=O)OCC (ethyl 3-(2-fluoro-4-hydroxyphenyl)propanoate), C(=O)([O-])[O-].[K+].[K+] (K2CO3). Solvent: CN(C)C=O (DMF), O (water). Run at time 8 hour. Yields the product FC1=C(C=CC(=C1)OCC1=CC=C(C=C1)CN1CCC2(CC1)CCC1=CC=CC=C12)CCC(=O)OCC (Ethyl 3-[2-fluoro-4-[[4-(spiro[indane-1,4′-piperidine]-1′-ylmethyl)phenyl]methoxy]phenyl]propanoate). Yield: 46.7%. As a reaction SMILES: Br[CH2:2][C:3]1[CH:23]=[CH:22][C:6]([CH2:7][N:8]2[CH2:13][CH2:12][C:11]3([C:21]4[C:16](=[CH:17][CH:18]=[CH:19][CH:20]=4)[CH2:15][CH2:14]3)[CH2:10][CH2:9]2)=[CH:5][CH:4]=1.[F:24][C:25]1[CH:30]=[C:29]([OH:31])[CH:28]=[CH:27][C:26]=1[CH2:32][CH2:33][C:34]([O:36][CH2:37][CH3:38])=[O:35].C([O-])([O-])=O.[K+].[K+]>CN(C=O)C.O>[F:24][C:25]1[CH:30]=[C:29]([O:31][CH2:2][C:3]2[CH:23]=[CH:22][C:6]([CH2:7][N:8]3[CH2:13][CH2:12][C:11]4([C:21]5[C:16](=[CH:17][CH:18]=[CH:19][CH:20]=5)[CH2:15][CH2:14]4)[CH2:10][CH2:9]3)=[CH:5][CH:4]=2)[CH:28]=[CH:27][C:26]=1[CH2:32][CH2:33][C:34]([O:36][CH2:37][CH3:38])=[O:35] |f:2.3.4|. Reported procedure: A mixture of 1′-[4-(bromomethyl)benzyl]-2,3-dihydrospiro[indene-1,4′-piperidine] (0.35 g, 0.94 mmol), ethyl 3-(2-fluoro-4-hydroxyphenyl)propanoate (0.2 g, 0.94 mmol) and K2CO3 (0.32 g, 2.3 mmol) in DMF (15 mL) is stirred overnight at room temperature. The reaction mixture is diluted with cold water and extracted with DCM (3×50 mL). The combined organic layer is washed with brine solution, dried over Na2SO4, and concentrated under vacuum. The crude material is purified by silica gel chromatograph... Reactants: CCn1nccc1Oc1cc(Sc2ccccn2)cnc1Nc1nc(C2OC(C)(C)OC2(C)C)ns1, CCO, Cl, O. Product: CCn1nccc1Oc1cc(Sc2ccccn2)cnc1Nc1nc(C(O)C(C)(C)O)ns1. Reaction SMILES: [CH2:1]([CH3:2])[n:3]1[n:4][cH:5][cH:6][c:7]1[O:8][c:9]1[c:10]([NH:22][c:23]2[n:24][c:25]([CH:28]3[O:29][C:30]([CH3:35])([CH3:36])[O:31][C:32]3([CH3:33])[CH3:34])[n:26][s:27]2)[n:11][cH:12][c:13]([S:15][c:16]2[n:17][cH:18][cH:19][cH:20][cH:21]2)[cH:14]1.[CH3:39][CH2:40][OH:41].[ClH:38].[OH2:37]>>[CH2:1]([CH3:2])[n:3]1[n:4][cH:5][cH:6][c:7]1[O:8][c:9]1[c:10]([NH:22][c:23]2[n:24][c:25]([CH:28]([OH:29])[C:32]([OH:31])([CH3:33])[CH3:34])[n:26][s:27]2)[n:11][cH:12][c:13]([S:15][c:16]2[n:17][cH:18][cH:19][cH:20][cH:21]2)[cH:14]1.